Dataset: the Open Reaction Database (ORD), a public repository of structured organic reaction records. Task: describe an organic reaction: reactants, conditions, products, and yield The reactants are Fatty acid methyl ester, C(CCCCCCCCCCCCCCCCC)(=O)O (stearic acid), C(CCCCCCC\C=C/CCCCCCCC)(=O)O (oleic acid), fatty acid, C(CCCCCCCCCCCCCCC)(=O)O (palmitic acid), CC/C=C\C/C=C\C/C=C\CCCCCCCC(=O)O (linolenic acid). Product: CCCCCCCC/C=C\CCCCCCCC(=O)OC (Edenor MeTiO5). As a reaction SMILES: [C:1](O)(=O)CCCCCCCCCCCCCCC.[C:19]([OH:38])(=[O:37])[CH2:20][CH2:21][CH2:22][CH2:23][CH2:24][CH2:25][CH2:26][CH2:27][CH2:28][CH2:29][CH2:30][CH2:31][CH2:32][CH2:33][CH2:34][CH2:35][CH3:36].C(O)(=O)CCCCCCC/C=C\CCCCCCCC.CC/C=C\C/C=C\C/C=C\CCCCCCCC(O)=O>>[CH3:36][CH2:35][CH2:34][CH2:33][CH2:32][CH2:31][CH2:30][CH2:29]/[CH:28]=[CH:27]\[CH2:26][CH2:25][CH2:24][CH2:23][CH2:22][CH2:21][CH2:20][C:19]([O:38][CH3:1])=[O:37]. Reported procedure: Fatty acid methyl ester mixture based on a fatty acid mixture with the following composition: 5% palmitic acid, 1% stearic acid, 67% oleic acid, 11% linolenic acid (a product of Henkel KGaA).